Dataset: the Open Reaction Database (ORD), a public repository of structured organic reaction records. Task: describe an organic reaction: reactants, conditions, products, and yield The reactants are CSSC (dimethyl disulfide), N(=O)OC(C)(C)C (tert-butyl nitrite), NC=1C(=CC(=C(C1)C1=NN(C(=C1C(F)(F)F)C(F)(F)F)C)Cl)Cl (3-(5-amino-2,4-dichlorophenyl)-1-methyl-4,5-di(trifluoromethyl)-1H-pyrazole), ClCCl (dichloromethane). Conditions: time 16 hour. Yields the product ClC=1SC(=C(C1C1=NN(C(=C1C(F)(F)F)C(F)(F)F)C)Cl)C (3-(2,4-Dichloro-5-methylthiophenyl)-1-methyl-4,5-di(trifluoromethyl)-1H-pyrazole). The yield is 37.0%. As a reaction SMILES: CS[S:3][CH3:4].N(O[C:8](C)(C)C)=O.NC1C(Cl)=C[C:16]([Cl:33])=[C:17]([C:19]2[C:23]([C:24]([F:27])([F:26])[F:25])=[C:22]([C:28]([F:31])([F:30])[F:29])[N:21]([CH3:32])[N:20]=2)C=1.Cl[CH2:36][Cl:37]>>[Cl:33][C:16]1[S:3][C:4]([CH3:8])=[C:36]([Cl:37])[C:17]=1[C:19]1[C:23]([C:24]([F:26])([F:27])[F:25])=[C:22]([C:28]([F:29])([F:30])[F:31])[N:21]([CH3:32])[N:20]=1. Procedure details: 1.5 g (16 mmol) of dimethyl disulfide and 5.3 g (52 mmol) of tert-butyl nitrite were added to a solution of 2 g (5.3 mmol) of 3-(5-amino-2,4-dichlorophenyl)-1-methyl-4,5-di(trifluoromethyl)-1H-pyrazole in 30 ml of dichloromethane. The reaction mixture was subsequently stirred for 16 hours, whereupon it was washed with water and dilute sodium hydroxide solution, dried over magnesium sulfate and finally concentrated. The residue was purified by means of silica gel chromatography (eluent: hexane/et...